From a dataset of the Open Reaction Database (ORD), a public repository of structured organic reaction records. describe an organic reaction: reactants, conditions, products, and yield Starting materials: O (Water), C(C)N(CC)S(F)(F)F (diethylaminosulfur trifluoride), FC1=CC=C(C=C1)C1=C2C(CC(OC2=CC(=C1C(C1=CC=C(C=C1)C(F)(F)F)O)C(C)C)(C)C)=O (rac-5-(4-Fluorophenyl)-6-{hydroxy[4-(trifluoromethyl)phenyl]methyl}-7-isopropyl-2,2-dimethyl-2,3-dihydro-4H-chromen-4-one). The product is FC1=CC=C(C=C1)C1=C2C(CC(OC2=CC(=C1C(C1=CC=C(C=C1)C(F)(F)F)F)C(C)C)(C)C)=O (rac-5-(4-Fluorophenyl)-6-{fluoro[4-(trifluoromethyl)phenyl]methyl}-7-isopropyl-2,2-dimethyl-2,3-dihydro-4H-chromen-4-one). Run at time 2.5 hour. Yield: 45.0%. Run in ClCCl (dichloromethane), ClCCl (dichloromethane). Procedure: At −78° C., a solution of 51 μl (380 μmol) of diethylaminosulfur trifluoride in 1 ml of dichloromethane is slowly added dropwise to a solution of 170 mg (350 μmol) of rac-5-(4-fluorophenyl)-6-{hydroxy[4-(trifluoromethyl)phenyl]methyl}-7-isopropyl-2,2-dimethyl-2,3-dihydro-4H-chromen-4-one (Example 21A) in 4.5 ml of dichloromethane, and the mixture is stirred at this temperature for 2.5 h. The mixture is then allowed to thaw slowly to −20° C. Water is then added, and the mixture is extracted twice... RXN SMILES: C(N(S(F)(F)[F:7])CC)C.[F:10][C:11]1[CH:16]=[CH:15][C:14]([C:17]2[C:26]([CH:27](O)[C:28]3[CH:33]=[CH:32][C:31]([C:34]([F:37])([F:36])[F:35])=[CH:30][CH:29]=3)=[C:25]([CH:39]([CH3:41])[CH3:40])[CH:24]=[C:23]3[C:18]=2[C:19](=[O:44])[CH2:20][C:21]([CH3:43])([CH3:42])[O:22]3)=[CH:13][CH:12]=1.O>ClCCl>[F:10][C:11]1[CH:16]=[CH:15][C:14]([C:17]2[C:26]([CH:27]([F:7])[C:28]3[CH:33]=[CH:32][C:31]([C:34]([F:35])([F:37])[F:36])=[CH:30][CH:29]=3)=[C:25]([CH:39]([CH3:41])[CH3:40])[CH:24]=[C:23]3[C:18]=2[C:19](=[O:44])[CH2:20][C:21]([CH3:42])([CH3:43])[O:22]3)=[CH:13][CH:12]=1. Reactants: CCN=C=NCCCN(C)C.Cl (EDC hydrochloride), ON1N=NC2=C1C=CC=C2 (1-hydroxybenzotriazole), C(C)(=O)N(C1=NC=CC=C1)CC1=CC=C(C=C1)[C@H]1[C@@H](CCCC1)C(=O)O ((1R,2R)-2-(4-{[Acetyl(2-pyridinyl)amino]methyl}phenyl)cyclohexanecarboxylic acid), N[C@H](C(=O)N)C1=CC=CC=C1 ((2S)-2-amino-2-phenylethanamide). The solvent is C(C)N(CC)CC (triethylamine), O (water), CN(C)C=O (DMF). Run at time 2 day. The product is N (ammonia), C(C)(=O)N(C1=NC=CC=C1)CC1=CC=C(C=C1)[C@H]1[C@@H](CCCC1)C(=O)N[C@H](C(=O)N)C1=CC=CC=C1 ((1R,2R)-2-(4-{[acetyl(2-pyridinyl)amino]methyl}phenyl)-N-[(1S)-2-amino-2-oxo-1-phenylethyl]cyclohexanecarboxamide). Yield: 128.9%. RXN SMILES: [C:1]([N:4]([CH2:11][C:12]1[CH:17]=[CH:16][C:15]([C@@H:18]2[CH2:23][CH2:22][CH2:21][CH2:20][C@H:19]2[C:24]([OH:26])=O)=[CH:14][CH:13]=1)[C:5]1[CH:10]=[CH:9][CH:8]=[CH:7][N:6]=1)(=[O:3])[CH3:2].[NH2:27][C@@H:28]([C:32]1[CH:37]=[CH:36][CH:35]=[CH:34][CH:33]=1)[C:29]([NH2:31])=[O:30].ON1C2C=CC=CC=2N=N1.CCN=C=NCCCN(C)C.Cl>CN(C=O)C.O.C(N(CC)CC)C>[NH3:4].[C:1]([N:4]([CH2:11][C:12]1[CH:17]=[CH:16][C:15]([C@@H:18]2[CH2:23][CH2:22][CH2:21][CH2:20][C@H:19]2[C:24]([NH:27][C@@H:28]([C:32]2[CH:37]=[CH:36][CH:35]=[CH:34][CH:33]=2)[C:29]([NH2:31])=[O:30])=[O:26])=[CH:14][CH:13]=1)[C:5]1[CH:10]=[CH:9][CH:8]=[CH:7][N:6]=1)(=[O:3])[CH3:2] |f:3.4|. Procedure: (1R,2R)-2-(4-{[Acetyl(2-pyridinyl)amino]methyl}phenyl)cyclohexanecarboxylic acid (0.44 g) is suspended in DMF (15 ml), (2S)-2-amino-2-phenylethanamide (0.37 g), triethylamine (0.68 ml), 1-hydroxybenzotriazole (0.18 g) and EDC hydrochloride (0.27 g) are admixed and the mixture is stirred at room temperature for 2 days. The suspension is diluted with water and extracted with dichloromethane and the organic phases are washed with saturated sodium chloride solution, dried over sodium sulphate and co... Starting materials: CCO, [Cl-], [Fe], COC(=S)Cc1ccc([N+](=O)[O-])cn1, [NH4+], O. Product: COC(=S)Cc1ccc(N)cn1. Reaction SMILES: [CH3:17][CH2:18][OH:19].[Cl-:15].[Fe:20].[N+:1]([O-:2])(=[O:3])[c:4]1[cH:5][cH:6][c:7]([CH2:10][C:11](=[S:12])[O:13][CH3:14])[n:8][cH:9]1.[NH4+:16].[OH2:21]>>[NH2:1][c:4]1[cH:5][cH:6][c:7]([CH2:10][C:11](=[S:12])[O:13][CH3:14])[n:8][cH:9]1. The reactants are O.C(CCCCCC)N1C(=NC(C=C1C)=O)NC (1,4-dihydro-1-heptyl-6-methyl-2-methylamino-4-pyrimidinone monohydrate), P(=O)(Cl)(Cl)Cl (phosphorus oxychloride). Conditions: temperature 130 celsius. Yields the product [Cl-].ClC1=NC(=[N+](C(=C1)C)CCCCCCC)NC (4-chloro-1-heptyl-6-methyl-2-methylaminopyrimidinium chloride). As a reaction SMILES: O.[CH2:2]([N:9]1[C:14]([CH3:15])=[CH:13][C:12](=O)[N:11]=[C:10]1[NH:17][CH3:18])[CH2:3][CH2:4][CH2:5][CH2:6][CH2:7][CH3:8].P(Cl)(Cl)([Cl:21])=O>>[Cl-:21].[Cl:21][C:12]1[CH:13]=[C:14]([CH3:15])[N+:9]([CH2:2][CH2:3][CH2:4][CH2:5][CH2:6][CH2:7][CH3:8])=[C:10]([NH:17][CH3:18])[N:11]=1 |f:0.1,3.4|. Reported procedure: A mixture of 1,4-dihydro-1-heptyl-6-methyl-2-methylamino-4-pyrimidinone monohydrate (0.75 g, 2.9 mM) and phosphorus oxychloride (3.5 ml, an excess) was heated at a bath temperature of 130° C. for 2.5 hours. Excess phosphorus oxychloride was removed by evaporation. The residue was mixed with toluene (20 ml) and the volatile material evaporated. The procedure was repeated with a further portion of toluene (20 ml) to give 4-chloro-1-heptyl-6-methyl-2-methylaminopyrimidinium chloride as a crude soli... The reactants are CCCCN1C(=O)c2ccc([N+](=O)[O-])cc2C1=O, CO, [Na+], [Na+], [Na+], [Na+], O=C([O-])[O-], O, O=S([O-])S(=O)[O-]. Yields the product CCCCN1C(=O)c2ccc(N)cc2C1=O. As a reaction SMILES: [CH2:1]([CH2:2][CH2:3][CH3:4])[N:5]1[C:6](=[O:18])[c:7]2[c:8]([cH:11][c:12]([N+:15]([O-:16])=[O:17])[cH:13][cH:14]2)[C:9]1=[O:10].[CH3:33][OH:34].[Na+:25].[Na+:26].[Na+:27].[Na+:28].[O-:29][C:30](=[O:31])[O-:32].[OH2:35].[S:19]([S:20]([O-:21])=[O:22])([O-:23])=[O:24]>>[CH2:1]([CH2:2][CH2:3][CH3:4])[N:5]1[C:6](=[O:18])[c:7]2[c:8]([cH:11][c:12]([NH2:15])[cH:13][cH:14]2)[C:9]1=[O:10]. The reactants are NC1=NC(=C(C(=N1)C=1OC=CC1)C#N)S(=O)C (2-amino-4-furan-2-yl-6-methanesulfinyl-pyrimidine-5-carbonitrile), Cl.Cl.CC=1C=CC(=NC1)CN (C-(5-methyl-pyridin-2-yl)-methylamine dihydrochloride), C1CCC2=NCCCN2CC1 (DBU). Run in COCCOC (DME). Yields the product NC1=NC(=C(C(=N1)C=1OC=CC1)C#N)NCC1=NC=C(C=C1)C (2-Amino-4-furan-2-yl-6-[(5-methyl-pyridin-2-yl-methyl)-amino]-pyrimidine-5-carbonitrile). RXN SMILES: [NH2:1][C:2]1[N:7]=[C:6]([C:8]2[O:9][CH:10]=[CH:11][CH:12]=2)[C:5]([C:13]#[N:14])=[C:4](S(C)=O)[N:3]=1.Cl.Cl.[CH3:20][C:21]1[CH:22]=[CH:23][C:24]([CH2:27][NH2:28])=[N:25][CH:26]=1.C1CCN2C(=NCCC2)CC1>COCCOC>[NH2:1][C:2]1[N:7]=[C:6]([C:8]2[O:9][CH:10]=[CH:11][CH:12]=2)[C:5]([C:13]#[N:14])=[C:4]([NH:28][CH2:27][C:24]2[CH:23]=[CH:22][C:21]([CH3:20])=[CH:26][N:25]=2)[N:3]=1 |f:1.2.3|. Procedure details: From 2-amino-4-furan-2-yl-6-methanesulfinyl-pyrimidine-5-carbonitrile, C-(5-methyl-pyridin-2-yl)-methylamine dihydrochloride and DBU in DME. ES-MS m/e (%): 307 (M+H+, 100). Reactants: ClC1=C(N)C(=CC(=C1)Br)Cl (2,6-dichloro-4-bromoaniline), COC=1C=C(C=CC1)B(O)O (3-methoxyphenylboronic acid). Yields the product ClC=1C=C(C=C(C1N)Cl)C1=CC(=CC=C1)OC (3,5-dichloro-3′-methoxybiphenyl-4-amine). Isolated yield 102.6%. Reaction SMILES: [Cl:1][C:2]1[CH:8]=[C:7](Br)[CH:6]=[C:5]([Cl:10])[C:3]=1[NH2:4].[CH3:11][O:12][C:13]1[CH:14]=[C:15](B(O)O)[CH:16]=[CH:17][CH:18]=1>>[Cl:1][C:2]1[CH:8]=[C:7]([C:17]2[CH:16]=[CH:15][CH:14]=[C:13]([O:12][CH3:11])[CH:18]=2)[CH:6]=[C:5]([Cl:10])[C:3]=1[NH2:4]. Reported procedure: The title compound (0.550 g) was prepared from 2,6-dichloro-4-bromoaniline (0.5 g, 2.0 mmol) and 3-methoxyphenylboronic acid (0.409 g, 2.69 mmol) as a white solid. 1H-NMR (δ ppm, DMSO-d6, 400 MHz): 7.58 (s, 2H), 7.29 (t, J 7.8, 1H), 7.18-7.10 (m, 2H), 6.85 (dd, J 2, 8.1, 1H), 5.63 (s, 2H), 3.81 (s, 3H). Reactants: OCc1cc(O)ccc1Br, O=C([O-])[O-], CCOC(C)=O, CN(C)C=O, N#Cc1ccc(F)c(C=O)c1, [K+], [K+], O. The product is N#Cc1ccc(Oc2ccc(Br)c(CO)c2)c(C=O)c1. Reaction SMILES: [Br:12][c:13]1[c:14]([CH2:20][OH:21])[cH:15][c:16]([OH:19])[cH:17][cH:18]1.[C:22](=[O:23])([O-:24])[O-:25].[C:29]([O:30][CH2:31][CH3:32])(=[O:33])[CH3:34].[CH3:35][N:36]([CH3:37])[CH:38]=[O:39].[F:1][c:2]1[c:3]([CH:10]=[O:11])[cH:4][c:5]([C:6]#[N:7])[cH:8][cH:9]1.[K+:26].[K+:27].[OH2:28]>>[c:2]1([O:19][c:16]2[cH:15][c:14]([CH2:20][OH:21])[c:13]([Br:12])[cH:18][cH:17]2)[c:3]([CH:10]=[O:11])[cH:4][c:5]([C:6]#[N:7])[cH:8][cH:9]1.